Dataset: the Open Reaction Database (ORD), a public repository of structured organic reaction records. Task: describe an organic reaction: reactants, conditions, products, and yield Reactants: CO, CN=C1CCC(c2ccc(Cl)c(Cl)c2)c2ccccc21, O. Product: CNC1CCC(c2ccc(Cl)c(Cl)c2)c2ccccc21. RXN SMILES: [CH3:22][OH:23].[Cl:1][c:2]1[cH:3][c:4]([CH:9]2[CH2:10][CH2:11][C:12](=[N:19][CH3:20])[c:13]3[cH:14][cH:15][cH:16][cH:17][c:18]32)[cH:5][cH:6][c:7]1[Cl:8].[OH2:21]>>[Cl:1][c:2]1[cH:3][c:4]([CH:9]2[CH2:10][CH2:11][CH:12]([NH:19][CH3:20])[c:13]3[cH:14][cH:15][cH:16][cH:17][c:18]32)[cH:5][cH:6][c:7]1[Cl:8]. Reactants: O=S(Cl)Cl (SOCl2), CO (methanol), COC1=C(CN2CC(CC2=O)C(=O)O)C=CC(=C1)OC (1-(2,4-dimethoxybenzyl)-5-oxopyrrolidine-3-carboxylic acid). Reaction conditions: time 1 hour. Yields the product COC1=C(CN2CC(CC2=O)C(=O)OC)C=CC(=C1)OC (methyl 1-(2,4-dimethoxybenzyl)-5-oxopyrrolidine-3-carboxylate). Isolated yield 81.0%. Reaction SMILES: O=S(Cl)Cl.[CH3:5][O:6][C:7]1[CH:22]=[C:21]([O:23][CH3:24])[CH:20]=[CH:19][C:8]=1[CH2:9][N:10]1[C:14](=[O:15])[CH2:13][CH:12]([C:16]([OH:18])=[O:17])[CH2:11]1.[CH3:25]O>>[CH3:5][O:6][C:7]1[CH:22]=[C:21]([O:23][CH3:24])[CH:20]=[CH:19][C:8]=1[CH2:9][N:10]1[C:14](=[O:15])[CH2:13][CH:12]([C:16]([O:18][CH3:25])=[O:17])[CH2:11]1. Procedure: SOCl2 (6.4 g, 54 mmol) was added dropwise to methanol (40 mL) followed by addition of 1-(2,4-dimethoxybenzyl)-5-oxopyrrolidine-3-carboxylic acid (5.0 g, 18 mmol) at 0° C. The reaction mixture was stirred at ambient temperature for 1 h and then heated under reflux for 7 h. The mixture was cooled to ambient temperature and concentrated. The residue was purified by flash column chromatography on silica gel (petroleum ether/EtOAc=6:1 to 2:1) to afford methyl 1-(2,4-dimethoxybenzyl)-5-oxopyrrolidine-... Reactants: CCOc1cc(C(C)(C)C)ncc1C1=NC(C)(c2ccc(Cl)cc2)C(C)(c2ccc(Cl)cc2)N1C(=O)N1CCC(CC(=O)O)CC1, NCCCF. Yields the product CCOc1cc(C(C)(C)C)ncc1C1=NC(C)(c2ccc(Cl)cc2)C(C)(c2ccc(Cl)cc2)N1C(=O)N1CCC(CC(=O)NCCCF)CC1. Reaction SMILES: [C:1]([CH3:2])([CH3:3])([CH3:4])[c:5]1[cH:6][c:7]([O:44][CH2:45][CH3:46])[c:8]([C:11]2=[N:15][C:14]([CH3:16])([c:17]3[cH:18][cH:19][c:20]([Cl:23])[cH:21][cH:22]3)[C:13]([CH3:24])([c:25]3[cH:26][cH:27][c:28]([Cl:31])[cH:29][cH:30]3)[N:12]2[C:32](=[O:33])[N:34]2[CH2:35][CH2:36][CH:37]([CH2:40][C:41](=[O:42])[OH:43])[CH2:38][CH2:39]2)[cH:9][n:10]1.[F:47][CH2:48][CH2:49][CH2:50][NH2:51]>>[C:1]([CH3:2])([CH3:3])([CH3:4])[c:5]1[cH:6][c:7]([O:44][CH2:45][CH3:46])[c:8]([C:11]2=[N:15][C:14]([CH3:16])([c:17]3[cH:18][cH:19][c:20]([Cl:23])[cH:21][cH:22]3)[C:13]([CH3:24])([c:25]3[cH:26][cH:27][c:28]([Cl:31])[cH:29][cH:30]3)[N:12]2[C:32](=[O:33])[N:34]2[CH2:35][CH2:36][CH:37]([CH2:40][C:41](=[O:42])[NH:51][CH2:50][CH2:49][CH2:48][F:47])[CH2:38][CH2:39]2)[cH:9][n:10]1. The reactants are CC(=O)O, CCO, CCOC(=O)c1cnn(-c2ccc(OCC(C)C)c(C#N)c2)c1Cl, [Na+], [OH-], O. Yields the product CC(C)COc1ccc(-n2ncc(C(=O)O)c2Cl)cc1C#N. RXN SMILES: [CH3:28][C:29](=[O:30])[OH:31].[CH3:32][CH2:33][OH:34].[Cl:1][c:2]1[c:3]([C:20](=[O:21])[O:22][CH2:23][CH3:24])[cH:4][n:5][n:6]1-[c:7]1[cH:8][c:9]([C:18]#[N:19])[c:10]([O:13][CH2:14][CH:15]([CH3:16])[CH3:17])[cH:11][cH:12]1.[Na+:26].[OH-:25].[OH2:27]>>[Cl:1][c:2]1[c:3]([C:20](=[O:21])[OH:22])[cH:4][n:5][n:6]1-[c:7]1[cH:8][c:9]([C:18]#[N:19])[c:10]([O:13][CH2:14][CH:15]([CH3:16])[CH3:17])[cH:11][cH:12]1. Starting materials: ClC=1C(=NC=C(C1)C(F)(F)F)OC1=CC=2C(=[N+](ON2)[O-])C=C1 (5-(3-chloro-5-trifluoromethyl-2-pyridyloxy)benzo-2,1,3-oxadiazole N-oxide), dioxime, S(Cl)Cl (sulfur dichloride). Yields the product ClC=1C(=NC=C(C1)C(F)(F)F)OC1=CC=2C(=NSN2)C=C1 (5-(3-chloro-5-trifluoromethyl-2-pyridyloxy)benzo-2,1,3-thiadiazole), ClC=1C(=NC=C(C1)C(F)(F)F)OC1=CC=2C(=[N+](SN2)[O-])C=C1 (5-(3-chloro-5-trifluoromethyl-2-pyridyloxy)benzo-2,1,3-thiadiazole N-oxide). Reaction SMILES: [Cl:1][C:2]1[C:3]([O:12][C:13]2[CH:22]=[CH:21][C:16]3=[N+:17]([O-])[O:18][N:19]=[C:15]3[CH:14]=2)=[N:4][CH:5]=[C:6]([C:8]([F:11])([F:10])[F:9])[CH:7]=1.[S:23](Cl)Cl>>[Cl:1][C:2]1[C:3]([O:12][C:13]2[CH:22]=[CH:21][C:16]3=[N:17][S:23][N:19]=[C:15]3[CH:14]=2)=[N:4][CH:5]=[C:6]([C:8]([F:11])([F:10])[F:9])[CH:7]=1.[Cl:1][C:2]1[C:3]([O:12][C:13]2[CH:22]=[CH:21][C:16]3=[N+:17]([O-:18])[S:23][N:19]=[C:15]3[CH:14]=2)=[N:4][CH:5]=[C:6]([C:8]([F:11])([F:10])[F:9])[CH:7]=1. Procedure details: Likewise, 5-(3-chloro-5-trifluoromethyl-2-pyridyloxy)benzo-2,1,3-oxadiazole N-oxide is reduced, and the resulting dioxime is reacted with sulfur dichloride to give 5-(3-chloro-5-trifluoromethyl-2-pyridyloxy)benzo-2,1,3-thiadiazole and 5-(3-chloro-5-trifluoromethyl-2-pyridyloxy)benzo-2,1,3-thiadiazole N-oxide. Reactants: N(C(=O)C)C1=C(C=C(C=C1)C1=CC=C(C=C1)C(CCC(=O)O)=O)Br (4-(4'-acetamino-3'-bromo-4-biphenylyl)-4-oxo-butyric acid), C1(CCCCC1)N (cyclohexylamine). Run in C(C)O (ethanol). The product is C(C)(=O)NC1=C(C=C(C=C1)C1=CC=C(C=C1)C(CCC(=O)O)O)Br (4-(4'-Acetamido-3'-bromo-4-biphenylyl)-4-hydroxy-butyric acid). The yield is 53.0%. RXN SMILES: [NH:1]([C:5]1[CH:10]=[CH:9][C:8]([C:11]2[CH:16]=[CH:15][C:14]([C:17](=[O:23])[CH2:18][CH2:19][C:20]([OH:22])=[O:21])=[CH:13][CH:12]=2)=[CH:7][C:6]=1[Br:24])[C:2]([CH3:4])=[O:3].C1(N)CCCCC1>C(O)C>[C:2]([NH:1][C:5]1[CH:10]=[CH:9][C:8]([C:11]2[CH:16]=[CH:15][C:14]([CH:17]([OH:23])[CH2:18][CH2:19][C:20]([OH:22])=[O:21])=[CH:13][CH:12]=2)=[CH:7][C:6]=1[Br:24])(=[O:3])[CH3:4]. Procedure details: Prepared analogous to Example 25 from 4-(4'-acetamino-3'-bromo-4-biphenylyl)-4-oxo-butyric acid. Yield: 53% of theory, m.p. 125°-126° C. Melting point of the cyclohexylamine salt: 165°-167° C. (from ethanol).